Dataset: the Open Reaction Database (ORD), a public repository of structured organic reaction records. Task: describe an organic reaction: reactants, conditions, products, and yield The reactants are C(C1=CC=CC=C1)[C@@H]1N(C(OC1)=O)C(CC1=C(C=C(C=C1)Br)F)=O ((S)-4-benzyl-3-(2-(4-bromo-2-fluorophenyl)acetyl)oxazolidin-2-one), CI (methyl iodide), C[Si](C)(C)[N-][Si](C)(C)C.[Na+] (sodium bis(trimethylsilyl)amide). Solvent: S([O-])(O)(=O)=O.[Na+] (sodium bisulfate), C1CCOC1 (THF). Run at temperature -78 celsius, time 15 minute. The product is C(C1=CC=CC=C1)[C@@H]1N(C(OC1)=O)C([C@@H](C)C1=C(C=C(C=C1)Br)F)=O ((S)-4-benzyl-3-((S)-2-(4-bromo-2-fluorophenyl)propanoyl)oxazolidin-2-one). Isolated yield 45.5%. As a reaction SMILES: [CH2:1]([C@H:8]1[CH2:12][O:11][C:10](=[O:13])[N:9]1[C:14](=[O:24])[CH2:15][C:16]1[CH:21]=[CH:20][C:19]([Br:22])=[CH:18][C:17]=1[F:23])[C:2]1[CH:7]=[CH:6][CH:5]=[CH:4][CH:3]=1.CI.[CH3:27][Si]([N-][Si](C)(C)C)(C)C.[Na+]>C1COCC1.S(=O)(=O)(O)[O-].[Na+]>[CH2:1]([C@H:8]1[CH2:12][O:11][C:10](=[O:13])[N:9]1[C:14](=[O:24])[C@H:15]([C:16]1[CH:21]=[CH:20][C:19]([Br:22])=[CH:18][C:17]=1[F:23])[CH3:27])[C:2]1[CH:3]=[CH:4][CH:5]=[CH:6][CH:7]=1 |f:2.3,5.6|. Reported procedure: To a solution of (S)-4-benzyl-3-(2-(4-bromo-2-fluorophenyl)acetyl)oxazolidin-2-one (3.6 g, 9.2 mmol) in THF (40 mL) was added a solution of methyl iodide (1 M solution in toluene, 9.6 mL, 9.6 mmol). The mixture was cooled to −78° C. and a solution of sodium bis(trimethylsilyl)amide (1 M in THF, 9.6 mL, 9.6 mmol) was added dropwise. The resultant dark red mixture was stirred for 15 min at ca. −78° C. and allowed to warm up to room temperature. After 3.5 h the reaction mixture was diluted with sat...